describe an organic reaction: reactants, conditions, products, and yield From a dataset of the Open Reaction Database (ORD), a public repository of structured organic reaction records. Reactants: CCCCP(CCCC)CCCC, COc1ccc(CO)c(OC)c1, CCOC(C)=O, CCCc1c(Cc2ccc(-c3ccccc3C#N)cc2F)c(=O)[nH]c2ncnn12, O=C(N=NC(=O)N1CCCCC1)N1CCCCC1, C1CCOC1. Product: CCCc1c(Cc2ccc(-c3ccccc3C#N)cc2F)c(=O)n(Cc2ccc(OC)cc2OC)c2ncnn12. Reaction SMILES: [CH2:48]([P:49]([CH2:50][CH2:51][CH2:52][CH3:53])[CH2:54][CH2:55][CH2:56][CH3:57])[CH2:58][CH2:59][CH3:60].[CH3:61][O:62][c:63]1[c:64]([CH2:71][OH:72])[cH:65][cH:66][c:67]([O:69][CH3:70])[cH:68]1.[CH3:73][CH2:74][O:75][C:76](=[O:77])[CH3:78].[F:1][c:2]1[cH:3][c:4](-[c:22]2[c:23]([C:28]#[N:29])[cH:24][cH:25][cH:26][cH:27]2)[cH:5][cH:6][c:7]1[CH2:8][c:9]1[c:10](=[O:21])[nH:11][c:12]2[n:13]([c:14]1[CH2:15][CH2:16][CH3:17])[n:18][cH:19][n:20]2.[N:30]([C:31]([N:32]1[CH2:33][CH2:34][CH2:35][CH2:36][CH2:37]1)=[O:38])=[N:39][C:40]([N:41]1[CH2:42][CH2:43][CH2:44][CH2:45][CH2:46]1)=[O:47].[O:79]1[CH2:80][CH2:81][CH2:82][CH2:83]1>>[F:1][c:2]1[cH:3][c:4](-[c:22]2[c:23]([C:28]#[N:29])[cH:24][cH:25][cH:26][cH:27]2)[cH:5][cH:6][c:7]1[CH2:8][c:9]1[c:10](=[O:21])[n:11]([CH2:71][c:64]2[c:63]([O:62][CH3:61])[cH:68][c:67]([O:69][CH3:70])[cH:66][cH:65]2)[c:12]2[n:13]([c:14]1[CH2:15][CH2:16][CH3:17])[n:18][cH:19][n:20]2. Starting materials: O1CCN(CC1)C1=NC(=CC2=CC=CC=C12)Cl (1 -morpholino-3-chloro-isoquinoline), N1CCNCC1 (piperazine), Cl (hydrochloride). Solvent: O (water). Product: O1CCN(CC1)C1=NC(=CC2=CC=CC=C12)N1CCNCC1 (1-Morpholino-3-piperazino-isoquinoline). The yield is 26.0%. RXN SMILES: [O:1]1[CH2:6][CH2:5][N:4]([C:7]2[C:16]3[C:11](=[CH:12][CH:13]=[CH:14][CH:15]=3)[CH:10]=[C:9](Cl)[N:8]=2)[CH2:3][CH2:2]1.[NH:18]1[CH2:23][CH2:22][NH:21][CH2:20][CH2:19]1.Cl>O>[O:1]1[CH2:6][CH2:5][N:4]([C:7]2[C:16]3[C:11](=[CH:12][CH:13]=[CH:14][CH:15]=3)[CH:10]=[C:9]([N:18]3[CH2:23][CH2:22][NH:21][CH2:20][CH2:19]3)[N:8]=2)[CH2:3][CH2:2]1. Procedure: 1-Morpholino-3-piperazino-isoquinoline was prepared analogous to Example 3 from 1 -morpholino-3-chloro-isoquinoline and piperazine. M.p. of its hydrochloride: 245°-247°C (from water); yield: 26% of theory. The reactants are BrCC(=O)C1=C(C=CC=C1)OC (α-bromo-o-methoxyacetophenone), C(C)O (ethanol), [C-]#N.[Na+] (sodium cyanide). Solvent: O (water). Yields the product COC1=C(C(=O)CC#N)C=CC=C1 (o-methoxybenzoylacetonitrile). Reaction SMILES: Br[CH2:2][C:3]([C:5]1[CH:10]=[CH:9][CH:8]=[CH:7][C:6]=1[O:11][CH3:12])=[O:4].C(O)C.[C-:16]#[N:17].[Na+]>O>[CH3:12][O:11][C:6]1[CH:7]=[CH:8][CH:9]=[CH:10][C:5]=1[C:3]([CH2:2][C:16]#[N:17])=[O:4] |f:2.3|. Reported procedure: A 10.0 g. portion of α-bromo-o-methoxyacetophenone is suspended in 50 ml. of ethanol. A solution of 6.4 g. of sodium cyanide in 30 ml. of water is added as described in Example 38. Following the procedure of Example 38, there is obtained o-methoxybenzoylacetonitrile. Starting materials: C(C)(C)(CC)N (tertiaryamylamine), ClCCOC(C)O (2-chloroethoxyethanol). Product: C(C)(C)(CC)NCCOC(C)O (tertiaryamylaminoethoxyethanol). The yield is 66.7%. RXN SMILES: [C:1]([NH2:6])([CH2:4][CH3:5])([CH3:3])[CH3:2].Cl[CH2:8][CH2:9][O:10][CH:11]([OH:13])[CH3:12]>>[C:1]([NH:6][CH2:8][CH2:9][O:10][CH:11]([OH:13])[CH3:12])([CH2:4][CH3:5])([CH3:3])[CH3:2]. Procedure details: In the manner described in Example 8, 129.7 g of tertiaryamylamine and 92.2 g of 2-chloroethoxyethanol yielded 86.5 g of tertiaryamylaminoethoxyethanol having a b.p. of 124° C. (10 mm).